From a dataset of the Open Reaction Database (ORD), a public repository of structured organic reaction records. describe an organic reaction: reactants, conditions, products, and yield The reactants are CC(C)(C)[O-], Cc1ccccc1, CC(C)c1cc(C(C)C)c(-c2ccccc2P(C2CCCCC2)C2CCCCC2)c(C(C)C)c1, CC(Nc1nc(Cl)cc(-c2cncc(C#N)c2)n1)c1ccc(F)cc1, Nc1cnccn1, [Na+]. Product: CC(Nc1nc(Nc2cnccn2)cc(-c2cncc(C#N)c2)n1)c1ccc(F)cc1. Reaction SMILES: [CH3:67][C:68]([CH3:69])([O-:70])[CH3:71].[CH3:73][c:74]1[cH:75][cH:76][cH:77][cH:78][cH:79]1.[CH:33]1([P:34]([CH:35]2[CH2:36][CH2:37][CH2:38][CH2:39][CH2:40]2)[c:41]2[cH:42][cH:43][cH:44][cH:45][c:46]2-[c:47]2[c:48]([CH:49]([CH3:50])[CH3:51])[cH:52][c:53]([CH:54]([CH3:55])[CH3:56])[cH:57][c:58]2[CH:59]([CH3:60])[CH3:61])[CH2:62][CH2:63][CH2:64][CH2:65][CH2:66]1.[Cl:1][c:2]1[cH:3][c:4](-[c:18]2[cH:19][n:20][cH:21][c:22]([C:23]#[N:24])[cH:25]2)[n:5][c:6]([NH:8][CH:9]([CH3:10])[c:11]2[cH:12][cH:13][c:14]([F:17])[cH:15][cH:16]2)[n:7]1.[NH2:26][c:27]1[n:28][cH:29][cH:30][n:31][cH:32]1.[Na+:72]>>[c:2]1([NH:26][c:27]2[n:28][cH:29][cH:30][n:31][cH:32]2)[cH:3][c:4](-[c:18]2[cH:19][n:20][cH:21][c:22]([C:23]#[N:24])[cH:25]2)[n:5][c:6]([NH:8][CH:9]([CH3:10])[c:11]2[cH:12][cH:13][c:14]([F:17])[cH:15][cH:16]2)[n:7]1. The reactants are BrC1=NC=CC=C1C=1C=NC=CC1 (2'-bromo-3,3'-bipyridine), NN (hydrazine). The solvent is N1=CC=CC=C1 (pyridine). Conditions: temperature 100 celsius. Yields the product N(N)C1=NC=CC=C1C=1C=NC=CC1 (2'-hydrazino-3,3'-bipyridine). RXN SMILES: Br[C:2]1[C:7]([C:8]2[CH:9]=[N:10][CH:11]=[CH:12][CH:13]=2)=[CH:6][CH:5]=[CH:4][N:3]=1.[NH2:14][NH2:15]>N1C=CC=CC=1>[NH:14]([C:2]1[C:7]([C:8]2[CH:9]=[N:10][CH:11]=[CH:12][CH:13]=2)=[CH:6][CH:5]=[CH:4][N:3]=1)[NH2:15]. Procedure: A mixture of 16.46 g of 2'-bromo-3,3'-bipyridine, 24 ml of anhydrous hydrazine and 500 ml of dry pyridine was heated at 100° C. for 3 days. The solvent was removed under vacuum, toluene was added and removed and the residue was partitioned between saturated aqueous sodium carbonate and methylene chloride. The organic layer was dried, the solvent removed under vacuum and the residue crystallized from methylene chloride-hexane, giving 2'-hydrazino-3,3'-bipyridine as tan crystals. Starting materials: ClC=1N=C(C2=C(N1)CSC2)N2[C@H](COCC2)C (2-chloro-5,7-dihydro-4-((S)-3-methylmorpholino)thieno[3,4-d]pyrimidine), C1(CC1)NC(=O)NC1=CC=C(C=C1)B1OC(C(O1)(C)C)(C)C (1-cyclopropyl-3-(4-(4,4,5,5-tetramethyl-1,3,2-dioxaborolan-2-yl)phenyl)urea), C(=O)([O-])[O-].[Na+].[Na+] (Na2CO3). The reagents and catalysts are C1=CC=C(C=C1)P([C-]2C=CC=C2)C3=CC=CC=C3.C1=CC=C(C=C1)P([C-]2C=CC=C2)C3=CC=CC=C3.Cl[Pd]Cl.[Fe+2] (PdCl2(dppf)). Solvent: COCCOC.O (DME H2O). Conditions: temperature 70 celsius, time 8 hour. The product is C1(CC1)NC(=O)NC1=CC=C(C=C1)C=1N=C(C2=C(N1)CSC2)N2[C@H](COCC2)C ((S)-1-cyclopropyl-3-(4-(4-(3-methylmorpholino)-5,7-dihydrothieno[3,4-d]pyrimidin-2-yl)phenyl)urea). Reaction SMILES: Cl[C:2]1[N:3]=[C:4]([N:11]2[CH2:16][CH2:15][O:14][CH2:13][C@@H:12]2[CH3:17])[C:5]2[CH2:10][S:9][CH2:8][C:6]=2[N:7]=1.[CH:18]1([NH:21][C:22]([NH:24][C:25]2[CH:30]=[CH:29][C:28](B3OC(C)(C)C(C)(C)O3)=[CH:27][CH:26]=2)=[O:23])[CH2:20][CH2:19]1.C([O-])([O-])=O.[Na+].[Na+]>COCCOC.O.C1C=CC(P(C2C=CC=CC=2)[C-]2C=CC=C2)=CC=1.C1C=CC(P(C2C=CC=CC=2)[C-]2C=CC=C2)=CC=1.Cl[Pd]Cl.[Fe+2]>[CH:18]1([NH:21][C:22]([NH:24][C:25]2[CH:30]=[CH:29][C:28]([C:2]3[N:3]=[C:4]([N:11]4[CH2:16][CH2:15][O:14][CH2:13][C@@H:12]4[CH3:17])[C:5]4[CH2:10][S:9][CH2:8][C:6]=4[N:7]=3)=[CH:27][CH:26]=2)=[O:23])[CH2:20][CH2:19]1 |f:2.3.4,5.6,7.8.9.10|. Procedure details: To a solution of 2-chloro-5,7-dihydro-4-((S)-3-methylmorpholino)thieno[3,4-d]pyrimidine (100 mg, 0.37 mmol) in DME/H2O (4:1, 10 mL) was added 1-cyclopropyl-3-(4-(4,4,5,5-tetramethyl-1,3,2-dioxaborolan-2-yl)phenyl)urea (124 mg, 0.41 mmol), and Na2CO3 (118 mg, 1.11 mmol) followed by addition of PdCl2(dppf) (15 mg, 0.02 mmol). The resulting mixture was heated to 70° C. and stirred overnight under nitrogen. The solvent was removed under reduced pressure to give a residue which was partitioned betwee...